Dataset: the Open Reaction Database (ORD), a public repository of structured organic reaction records. Task: describe an organic reaction: reactants, conditions, products, and yield The reactants are FC1=CC=C(C=C1)C1=NC(=NC(=C1C=O)C)C (4-(4-Fluorophenyl)-2,6-dimethyl-5-pyrimidinecarboxaldehyde), CC1=CC=CC=C1[P+](C2=CC=CC=C2)(C3=CC=CC=C3)OC(=O)C (methyl(triphenylphosphoranylidene) acetate), ClCCl (dichlormethane). Yields the product FC1=CC=C(C=C1)C1=NC(=NC(=C1C=CC(=O)OC)C)C (methyl 3-[4-(4-fluorophenyl)-2,6-dimethyl-5-pyrimidinyl]-2-propenoate). RXN SMILES: [F:1][C:2]1[CH:7]=[CH:6][C:5]([C:8]2[C:13]([CH:14]=O)=[C:12]([CH3:16])[N:11]=[C:10]([CH3:17])[N:9]=2)=[CH:4][CH:3]=1.CC1C([P+]([O:38][C:39]([CH3:41])=[O:40])(C2C=CC=CC=2)C2C=CC=CC=2)=CC=CC=1.Cl[CH2:43]Cl>>[F:1][C:2]1[CH:7]=[CH:6][C:5]([C:8]2[C:13]([CH:14]=[CH:41][C:39]([O:38][CH3:43])=[O:40])=[C:12]([CH3:16])[N:11]=[C:10]([CH3:17])[N:9]=2)=[CH:4][CH:3]=1. Procedure: 4-(4-Fluorophenyl)-2,6-dimethyl-5-pyrimidinecarboxaldehyde (31 g, 0.134 mol) and methyl(triphenylphosphoranylidene) acetate (46.6 g, 0.139 mol) in 500 mL of dichlormethane were stirred at room temperature for twenty-four hours. The solution was then concentrated and flash chromatographed on silica gel, eluting with 20% ethyl acetate/hexane, to give 36.3 g of methyl 3-[4-(4-fluorophenyl)-2,6-dimethyl-5-pyrimidinyl]-2-propenoate.